Dataset: the Open Reaction Database (ORD), a public repository of structured organic reaction records. Task: describe an organic reaction: reactants, conditions, products, and yield Procedure details: 5-(4-Chloro-phenyl)-2-(2-isopropoxy-4-methoxy-phenyl)-4-propyl-4,5-dihydro-1H-imidazole was prepared from 1-(4-chloro-phenyl)-pentane-1,2-diamine and ethyl 2-isopropoxy-4-methoxy-benzimidate hydrochloride in an analogous manner as described for the preparation of 5-(4-chloro-phenyl)-4-cyclopentylmethyl-2-(2-ethoxy-4-methoxy-phenyl)-4,5-dihydro-1H-imidazole (Example 9). HR-MS (ES, m/z) observed 387.1840, calculated for C22H28N2O2Cl [(M+H)+]387.1834. As a reaction SMILES: [Cl:1][C:2]1[CH:7]=[CH:6][C:5]([CH:8]([NH2:14])[CH:9]([NH2:13])[CH2:10][CH2:11][CH3:12])=[CH:4][CH:3]=1.Cl.[CH:16]([O:19][C:20]1[CH:30]=[C:29]([O:31][CH3:32])[CH:28]=[CH:27][C:21]=1[C:22](=N)OCC)([CH3:18])[CH3:17].ClC1C=CC(C2NC(C3C=CC(OC)=CC=3OCC)=NC2CC2CCCC2)=CC=1>>[Cl:1][C:2]1[CH:3]=[CH:4][C:5]([CH:8]2[NH:14][C:22]([C:21]3[CH:27]=[CH:28][C:29]([O:31][CH3:32])=[CH:30][C:20]=3[O:19][CH:16]([CH3:18])[CH3:17])=[N:13][CH:9]2[CH2:10][CH2:11][CH3:12])=[CH:6][CH:7]=1 |f:1.2|. The reactants are ClC1=CC=C(C=C1)C(C(CCC)N)N (1-(4-chloro-phenyl)-pentane-1,2-diamine), Cl.C(C)(C)OC1=C(C(OCC)=N)C=CC(=C1)OC (ethyl 2-isopropoxy-4-methoxy-benzimidate hydrochloride), ClC1=CC=C(C=C1)C1C(N=C(N1)C1=C(C=C(C=C1)OC)OCC)CC1CCCC1 (5-(4-chloro-phenyl)-4-cyclopentylmethyl-2-(2-ethoxy-4-methoxy-phenyl)-4,5-dihydro-1H-imidazole). Product: ClC1=CC=C(C=C1)C1C(N=C(N1)C1=C(C=C(C=C1)OC)OC(C)C)CCC (5-(4-Chloro-phenyl)-2-(2-isopropoxy-4-methoxy-phenyl)-4-propyl-4,5-dihydro-1H-imidazole). Reactants: COC(=O)c1c(F)cccc1F, O=[N+]([O-])O, O=S(=O)(O)O. Product: COC(=O)c1c(F)ccc([N+](=O)[O-])c1F. Reaction SMILES: [F:5][c:6]1[c:7]([C:8](=[O:9])[O:10][CH3:11])[c:12]([F:16])[cH:13][cH:14][cH:15]1.[OH:1][N+:2]([O-:3])=[O:4].[S:17](=[O:18])(=[O:19])([OH:20])[OH:21]>>[O-:1][N+:2](=[O:4])[c:15]1[c:6]([F:5])[c:7]([C:8](=[O:9])[O:10][CH3:11])[c:12]([F:16])[cH:13][cH:14]1. Reactants: O=C([O-])[O-], CCOCC, CN(C)C=O, CCc1ncnc(Cl)c1Cl, [K+], [K+], CC(O)(C1CCC(N)CC1)C(F)(F)F, O. Product: CCc1ncnc(NC2CCC(C(C)(O)C(F)(F)F)CC2)c1Cl. RXN SMILES: [C:25](=[O:26])([O-:27])[O-:28].[CH2:36]([O:37][CH2:38][CH3:39])[CH3:40].[CH3:31][N:32]([CH3:33])[CH:34]=[O:35].[Cl:1][c:2]1[n:3][cH:4][n:5][c:6]([CH2:9][CH3:10])[c:7]1[Cl:8].[K+:29].[K+:30].[NH2:11][CH:12]1[CH2:13][CH2:14][CH:15]([C:18]([C:19]([F:20])([F:21])[F:22])([CH3:23])[OH:24])[CH2:16][CH2:17]1.[OH2:41]>>[c:2]1([NH:11][CH:12]2[CH2:13][CH2:14][CH:15]([C:18]([C:19]([F:20])([F:21])[F:22])([CH3:23])[OH:24])[CH2:16][CH2:17]2)[n:3][cH:4][n:5][c:6]([CH2:9][CH3:10])[c:7]1[Cl:8]. Procedure details: A solution of 0.7 g (0.0033 mol) of decahydro-3H,5H-benzo[ij]quinolizine-3,5-dione (7aα, 10aα, 10bα) in 10 ml of benzyl alcohol is treated with one drop of concentrated hydrochloric acid. The solution is heated at 100° C. for 48 hours and is concentrated at reduced pressure (0.1 mm). The residue is triturated with anhydrous diethyl ether to yield crystalline decahydro-2-oxo-8-quinolinepropanoic acid benzyl ester (4aα, 8aβ, 8aα) with a melting point of 101°-102° C. Conditions: temperature 100 celsius. The reactants are C1CC(N2C(CCC3C2C1CCC3)=O)=O (decahydro-3H,5H-benzo[ij]quinolizine-3,5-dione), C(C1=CC=CC=C1)O (benzyl alcohol). Reagents/catalysts: Cl (hydrochloric acid). Product: C(C1=CC=CC=C1)OC(CCC1CCCC2CCC(NC12)=O)=O (decahydro-2-oxo-8-quinolinepropanoic acid benzyl ester). RXN SMILES: [CH2:1]1[CH:10]2[CH2:11][CH2:12][CH2:13][CH:8]3[CH:9]2[N:4]([C:5](=[O:14])[CH2:6][CH2:7]3)[C:3](=[O:15])[CH2:2]1.[CH2:16]([OH:23])[C:17]1[CH:22]=[CH:21][CH:20]=[CH:19][CH:18]=1>Cl>[CH2:16]([O:23][C:3](=[O:15])[CH2:2][CH2:1][CH:10]1[CH:9]2[CH:8]([CH2:7][CH2:6][C:5](=[O:14])[NH:4]2)[CH2:13][CH2:12][CH2:11]1)[C:17]1[CH:22]=[CH:21][CH:20]=[CH:19][CH:18]=1. Starting materials: BrCC(=O)NC1=CC(=C(C=C1)Cl)Cl (2-bromo-N-(3,4-dichloro-phenyl)-acetamide), NC1=CC=CC=C1 (aniline), C(C)N(C(C)C)C(C)C (N-ethyldiisopropylamine). The solvent is C1CCOC1 (THF). Yields the product ClC=1C=C(C=CC1Cl)NC(CNC1=CC=CC=C1)=O (N-(3,4-Dichloro-phenyl)-2-phenylamino-acetamide). The yield is 1000.4%. As a reaction SMILES: Br[CH2:2][C:3]([NH:5][C:6]1[CH:11]=[CH:10][C:9]([Cl:12])=[C:8]([Cl:13])[CH:7]=1)=[O:4].[NH2:14][C:15]1[CH:20]=[CH:19][CH:18]=[CH:17][CH:16]=1.C(N(C(C)C)C(C)C)C>C1COCC1>[Cl:13][C:8]1[CH:7]=[C:6]([NH:5][C:3](=[O:4])[CH2:2][NH:14][C:15]2[CH:20]=[CH:19][CH:18]=[CH:17][CH:16]=2)[CH:11]=[CH:10][C:9]=1[Cl:12]. Reported procedure: To 2-bromo-N-(3,4-dichloro-phenyl)-acetamide (2 g) in THF (80 mL) was added aniline (41 mg) and N-ethyldiisopropylamine and the reaction mixture was stirred over night at reflux. The precipitated salt was then filtered off and the filtrate was then concentrated in vacuo. The residue was then purified by column chromatography to give the title compound as a light brown solid (1.3 g, mp=110-112° C.). Starting materials: COC1=NC=2CCCCC2C=C1NC(OC1=CC=CC=C1)=O (Phenyl N-(2-methoxy-5,6,7,8-tetrahydroquinoline-3-yl)carbamate), COC=1C=C(C=C(C1)OC)N1CCNCC1 (1-(3,5-dimethoxyphenyl)piperazine). Product: COC1=NC=2CCCCC2C=C1NC(=O)N1CCN(CC1)C1=CC(=CC(=C1)OC)OC (1-[(2-Methoxy-5,6,7,8-tetrahydroquinolin-3-yl)aminocarbonyl]-4-(3,5-dimethoxyphenyl)piperazine). The yield is 54.0%. As a reaction SMILES: [CH3:1][O:2][C:3]1[C:12]([NH:13][C:14](=[O:22])OC2C=CC=CC=2)=[CH:11][C:10]2[CH2:9][CH2:8][CH2:7][CH2:6][C:5]=2[N:4]=1.[CH3:23][O:24][C:25]1[CH:26]=[C:27]([N:33]2[CH2:38][CH2:37][NH:36][CH2:35][CH2:34]2)[CH:28]=[C:29]([O:31][CH3:32])[CH:30]=1>>[CH3:1][O:2][C:3]1[C:12]([NH:13][C:14]([N:36]2[CH2:35][CH2:34][N:33]([C:27]3[CH:26]=[C:25]([O:24][CH3:23])[CH:30]=[C:29]([O:31][CH3:32])[CH:28]=3)[CH2:38][CH2:37]2)=[O:22])=[CH:11][C:10]2[CH2:9][CH2:8][CH2:7][CH2:6][C:5]=2[N:4]=1. Procedure: Phenyl N-(2-methoxy-5,6,7,8-tetrahydroquinoline-3-yl)carbamate and 1-(3,5-dimethoxyphenyl)piperazine were reacted by the same way with the example 1 to obtain the titled compound.